From a dataset of the Open Reaction Database (ORD), a public repository of structured organic reaction records. describe an organic reaction: reactants, conditions, products, and yield The reactants are NC=1C=CC(=C(C(=O)NCCC(=O)OCC)C1)Cl (Ethyl 3-(5-amino-2-chlorobenzoylamino)propionate), C(=S)(N1C=NC=C1)N1C=NC=C1 (thiocarbonyldiimidazole), N(N)=C(C)C1=NN(C(=C1O)C1=CC=C(C=C1)C(F)(F)F)C (3-(1-hydrazonoethyl)-1-methyl-5-[4-(trifluoromethyl)phenyl]-1H-pyrazol-4-ol), Example 14, crude product, [OH-].[Na+] (sodium hydroxide). Run in CN(C=O)C (dimethylformamide), CN(C=O)C (dimethylformamide), O (Water), C(C)O (ethanol). Yields the product ClC1=C(C(=O)NCCC(=O)O)C=C(C=C1)NC(=S)NN=C(C)C1=NN(C(=C1O)C1=CC=C(C=C1)C(F)(F)F)C (3-[2-Chloro-5-(2-{1-[4-hydroxy-1-methyl-5-(4-trifluoromethylphenyl)-1H-pyrazol-3-yl]ethylidene}hydrazinecarbothioamido)benzoylamino]propionic acid). Isolated yield 20.0%. Reaction SMILES: [NH2:1][C:2]1[CH:3]=[CH:4][C:5]([Cl:18])=[C:6]([CH:17]=1)[C:7]([NH:9][CH2:10][CH2:11][C:12]([O:14]CC)=[O:13])=[O:8].[C:19](N1C=CN=C1)(N1C=CN=C1)=[S:20].[N:31](=[C:33]([C:35]1[C:39]([OH:40])=[C:38]([C:41]2[CH:46]=[CH:45][C:44]([C:47]([F:50])([F:49])[F:48])=[CH:43][CH:42]=2)[N:37]([CH3:51])[N:36]=1)[CH3:34])[NH2:32].[OH-].[Na+]>C(O)C.O.CN(C)C=O>[Cl:18][C:5]1[CH:4]=[CH:3][C:2]([NH:1][C:19]([NH:32][N:31]=[C:33]([C:35]2[C:39]([OH:40])=[C:38]([C:41]3[CH:42]=[CH:43][C:44]([C:47]([F:50])([F:49])[F:48])=[CH:45][CH:46]=3)[N:37]([CH3:51])[N:36]=2)[CH3:34])=[S:20])=[CH:17][C:6]=1[C:7]([NH:9][CH2:10][CH2:11][C:12]([OH:14])=[O:13])=[O:8] |f:3.4|. Procedure details: Ethyl 3-(5-amino-2-chlorobenzoylamino)propionate (122.8 mg, 0.45 mmol) was stirred with a dimethylformamide solution of thiocarbonyldiimidazole (0.1 M, 4.5 mL) at room temperature for 1 hour and with a dimethylformamide solution of 3-(1-hydrazonoethyl)-1-methyl-5-[4-(trifluoromethyl)phenyl]-1H-pyrazol-4-ol prepared in Reference Synthetic Example 14 (0.1 M, 3.0 mL) at room temperature for 6 hours. Water (3.0 mL) was added, and the precipitated solid was removed by filtration. The filtrate was sep... The reactants are CC(=O)OCC1OC(n2cnc3c(Cl)nc(C#N)nc32)C(OC(C)=O)C1OC(C)=O, Cc1cccc(C(CN)c2cccc(C)c2)c1. The product is CC(=O)OCC1OC(n2cnc3c(NCC(c4cccc(C)c4)c4cccc(C)c4)nc(C#N)nc32)C(OC(C)=O)C1OC(C)=O. As a reaction SMILES: [C:1]([CH3:2])(=[O:3])[O:4][CH:5]1[CH:6]([CH2:26][O:27][C:28]([CH3:29])=[O:30])[O:7][CH:8]([n:14]2[c:15]3[n:16][c:17]([C:24]#[N:25])[n:18][c:19]([Cl:23])[c:20]3[n:21][cH:22]2)[CH:9]1[O:10][C:11]([CH3:12])=[O:13].[CH3:31][c:32]1[cH:33][c:34]([CH:38]([CH2:39][NH2:40])[c:41]2[cH:42][c:43]([CH3:47])[cH:44][cH:45][cH:46]2)[cH:35][cH:36][cH:37]1>>[C:1]([CH3:2])(=[O:3])[O:4][CH:5]1[CH:6]([CH2:26][O:27][C:28]([CH3:29])=[O:30])[O:7][CH:8]([n:14]2[c:15]3[n:16][c:17]([C:24]#[N:25])[n:18][c:19]([NH:40][CH2:39][CH:38]([c:34]4[cH:33][c:32]([CH3:31])[cH:37][cH:36][cH:35]4)[c:41]4[cH:42][c:43]([CH3:47])[cH:44][cH:45][cH:46]4)[c:20]3[n:21][cH:22]2)[CH:9]1[O:10][C:11]([CH3:12])=[O:13]. The reactants are ClC1=CC=C(C=C1)S(=O)(=O)NC1=NC=NC(=C1C1=CC=C(C=C1)[N+](=O)[O-])OCCO (p-chloro-N-[6-(2-hydroxyethoxy)-5-(p-nitrophenyl)-4-pyrimidinyl]benzenesulfonamide). Reagents/catalysts: [C].[Pd] (palladium-carbon). The solvent is O1CCOCC1 (dioxane), C(C)(=O)O (acetic acid), Cl (HCl). Reaction conditions: time 16 hour. The product is Cl.NC1=CC=C(C=C1)C=1C(=NC=NC1OCCO)NS(=O)(=O)C1=CC=C(C=C1)Cl (N-[5-(p-aminophenyl)-6-(2-hydroxyethoxy)-4-pyrimidinyl]-p-chlorobenzenesulfonamide hydrochloride). Reaction SMILES: [Cl:1][C:2]1[CH:7]=[CH:6][C:5]([S:8]([NH:11][C:12]2[C:17]([C:18]3[CH:23]=[CH:22][C:21]([N+:24]([O-])=O)=[CH:20][CH:19]=3)=[C:16]([O:27][CH2:28][CH2:29][OH:30])[N:15]=[CH:14][N:13]=2)(=[O:10])=[O:9])=[CH:4][CH:3]=1>C(O)(=O)C.Cl.O1CCOCC1.[C].[Pd]>[ClH:1].[NH2:24][C:21]1[CH:22]=[CH:23][C:18]([C:17]2[C:12]([NH:11][S:8]([C:5]3[CH:4]=[CH:3][C:2]([Cl:1])=[CH:7][CH:6]=3)(=[O:10])=[O:9])=[N:13][CH:14]=[N:15][C:16]=2[O:27][CH2:28][CH2:29][OH:30])=[CH:19][CH:20]=1 |f:4.5,6.7|. Procedure details: 200 mg of p-chloro-N-[6-(2-hydroxyethoxy)-5-(p-nitrophenyl)-4-pyrimidinyl]benzenesulfonamide in 15 ml of glacial acetic acid and 2 ml of 4N HCl in dioxane were hydrogenated over 50 mg of palladium-carbon (10%) at room temperature and normal pressure. After filtering the catalyst under suction, the solution was evaporated under reduced pressure. The residue was dissolved in 30 ml of methanol and the solution was treated with 1 ml of dioxane-HCl. After 16 hours, the solution was evaporated under r... The reactants are S1C(=CC=C1)CC(=O)NC1[C@@H]2N(C(C(=CS2)C(C2=CC=CC=C2)OC(C)=O)C(=O)OC(C2=CC=CC=C2)C2=CC=CC=C2)C1=O (diphenylmethyl 7-(2-thienylacetamido)-3-(α-acetyloxybenzyl)-2-cephem-4-carboxylate), C(C)(C)O (isopropanol), ClC1=CC(=CC=C1)C(=O)OO (m-chloroperbenzoic acid), C(C)(C)O (isopropanol). Solvent: C(Cl)Cl (methylene chloride), C(Cl)Cl (methylene chloride), C(Cl)Cl (methylene chloride). Conditions: time 30 minute. Product: 1α-oxide, S1C(=CC=C1)CC(=O)NC1[C@@H]2N(C(=C(CS2)C(C2=CC=CC=C2)OC(C)=O)C(=O)OC(C2=CC=CC=C2)C2=CC=CC=C2)C1=O (diphenylmethyl 7-(2-thienylacetamido)-3-(α-acetyloxybenzyl)-3-cephem-4-carboxylate). Isolated yield 89.0%. Reaction SMILES: [S:1]1[CH:5]=[CH:4][CH:3]=[C:2]1[CH2:6][C:7]([NH:9][CH:10]1[C:44](=[O:45])[N:12]2[CH:13]([C:28]([O:30][CH:31]([C:38]3[CH:43]=[CH:42][CH:41]=[CH:40][CH:39]=3)[C:32]3[CH:37]=[CH:36][CH:35]=[CH:34][CH:33]=3)=[O:29])[C:14]([CH:17]([O:24][C:25](=[O:27])[CH3:26])[C:18]3[CH:23]=[CH:22][CH:21]=[CH:20][CH:19]=3)=[CH:15][S:16][C@H:11]12)=[O:8].C(O)(C)C.ClC1C=CC=C(C(OO)=O)C=1>C(Cl)Cl>[S:1]1[CH:5]=[CH:4][CH:3]=[C:2]1[CH2:6][C:7]([NH:9][CH:10]1[C:44](=[O:45])[N:12]2[C:13]([C:28]([O:30][CH:31]([C:32]3[CH:37]=[CH:36][CH:35]=[CH:34][CH:33]=3)[C:38]3[CH:39]=[CH:40][CH:41]=[CH:42][CH:43]=3)=[O:29])=[C:14]([CH:17]([O:24][C:25](=[O:27])[CH3:26])[C:18]3[CH:23]=[CH:22][CH:21]=[CH:20][CH:19]=3)[CH2:15][S:16][C@H:11]12)=[O:8]. Procedure details: To a solution of stereoisomer A of diphenylmethyl 7-(2-thienylacetamido)-3-(α-acetyloxybenzyl)-2-cephem-4-carboxylate (468 mg) in a mixture (10 ml) of methylene chloride and isopropanol (1:1) is added a solution of 80% m-chloroperbenzoic acid (205 mg) in a mixture (2 ml) of methylene chloride and isopropanol (1:1) at 0° C. After 30 minutes, the reaction mixture is diluted with methylene chloride (120 ml), washed with aqueous sodium hydrogen carbonate and water, dried over sodium sulfate, and eva... Procedure: N2,N2-dimethyl-1,2,3,4-tetrahydronaphthalene-2,6-diamine was optically resolved with CHIRALPAK AD-H (20 mm×250 mm) (hexane/isopropanol/diethylamine=80/20/0.1) to obtain 57.4 mg of (2S*)—N2,N2-dimethyl-1,2,3,4-tetrahydronaphthalene-2,6-diamine as a white solid, and 52.9 mg of (2R*)—N2,N2-dimethyl-1,2,3,4-tetrahydronaphthalene-2,6-diamine as a white solid. Product: CN([C@@H]1CC2=CC=C(C=C2CC1)N)C ((2S*)—N2,N2-dimethyl-1,2,3,4-tetrahydronaphthalene-2,6-diamine), CN([C@H]1CC2=CC=C(C=C2CC1)N)C ((2R*)—N2,N2-dimethyl-1,2,3,4-tetrahydronaphthalene-2,6-diamine). RXN SMILES: [CH3:1][N:2]([CH3:14])[CH:3]1[CH2:12][CH2:11][C:10]2[C:5](=[CH:6][CH:7]=[C:8]([NH2:13])[CH:9]=2)[CH2:4]1.CCCCCC.C(O)(C)C.C(NCC)C>>[CH3:1][N:2]([CH3:14])[C@H:3]1[CH2:12][CH2:11][C:10]2[C:5](=[CH:6][CH:7]=[C:8]([NH2:13])[CH:9]=2)[CH2:4]1.[CH3:1][N:2]([CH3:14])[C@@H:3]1[CH2:12][CH2:11][C:10]2[C:5](=[CH:6][CH:7]=[C:8]([NH2:13])[CH:9]=2)[CH2:4]1 |f:1.2.3|. Starting materials: CN(C1CC2=CC=C(C=C2CC1)N)C (N2,N2-dimethyl-1,2,3,4-tetrahydronaphthalene-2,6-diamine), CCCCCC.C(C)(C)O.C(C)NCC (hexane isopropanol diethylamine). Starting materials: ClC1=NC=CC(=N1)C=1C=C(C=NC1)CN1[C@H](CN(CC1)C(=O)OC(C)(C)C)C ((3S)-tert-butyl 4-((5-(2-chloropyrimidin-4-yl)pyridine-3-yl)methyl)-3-methylpiperazine-1-carboxylate), FC=1C=C(C=CC1)CCN (2-(3-fluorophenyl)ethanamine), 407. Product: FC=1C=C(CCNC2=NC=CC(=N2)C=2C=NC=C(C2)CN2[C@H](CNCC2)C)C=CC1 (N-(3-fluorophenethyl)-4-(5-(((S)-2-methylpiperazin-1-yl)methyl)pyridine-3-yl)pyrimidin-2-amine). Reaction SMILES: Cl[C:2]1[N:7]=[C:6]([C:8]2[CH:9]=[C:10]([CH2:14][N:15]3[CH2:20][CH2:19][N:18](C(OC(C)(C)C)=O)[CH2:17][C@@H:16]3[CH3:28])[CH:11]=[N:12][CH:13]=2)[CH:5]=[CH:4][N:3]=1.[F:29][C:30]1[CH:31]=[C:32]([CH2:36][CH2:37][NH2:38])[CH:33]=[CH:34][CH:35]=1>>[F:29][C:30]1[CH:31]=[C:32]([CH:33]=[CH:34][CH:35]=1)[CH2:36][CH2:37][NH:38][C:2]1[N:7]=[C:6]([C:8]2[CH:13]=[N:12][CH:11]=[C:10]([CH2:14][N:15]3[CH2:20][CH2:19][NH:18][CH2:17][C@@H:16]3[CH3:28])[CH:9]=2)[CH:5]=[CH:4][N:3]=1. Procedure: Intermediate 148 from above was coupled with 2-(3-fluorophenyl)ethanamine following procedure F. The product was deprotected by procedure G2. LC-MS showed the product had the expected M+H+ of 407. 1H NMR (Varian 300 MHz, DMSO-d6, shifts relative to the solvent peak at 2.49 ppm) δ 9.4 (s, 1H) 9.0 (m, 2H) 8.5 (d, 1H) 7.4 (s, 1H), 7.2 (t, 1H), 7.1 (m, 2H), 6.9 (d, 1H), 3.71-3.65 (m, 4H) 3.57 (d, 2H), 3.47-3.44 (m, 1H), 3.39-3.31 (m, 4H), 2.9 (t, 2H), 1.6 (d, 3H). Starting materials: C(#N)C1CCN(CC1)C(=O)N1CC(CC(C1)C1=CC=C(C=C1)C(F)(F)F)C(=O)O (1-[(4-Cyanopiperidin-1-yl)carbonyl]-5-[4-(trifluoromethyl)phenyl]piperidine-3-carboxylic acid), ON=C(N)C1=CC=CC=C1 (N′-hydroxybenzenecarboximidamide). The product is C1(=CC=CC=C1)C1=NOC(=N1)C1CN(CC(C1)C1=CC=C(C=C1)C(F)(F)F)C(=O)N1CCC(CC1)C#N (1-({3-(3-Phenyl-1,2,4-oxadiazol-5-yl)-5-[4-(trifluoromethyl)phenyl]piperidin-1-yl}carbonyl)-piperidine-4-carbonitrile). As a reaction SMILES: [C:1]([CH:3]1[CH2:8][CH2:7][N:6]([C:9]([N:11]2[CH2:16][CH:15]([C:17]3[CH:22]=[CH:21][C:20]([C:23]([F:26])([F:25])[F:24])=[CH:19][CH:18]=3)[CH2:14][CH:13]([C:27](O)=[O:28])[CH2:12]2)=[O:10])[CH2:5][CH2:4]1)#[N:2].O[N:31]=[C:32]([C:34]1[CH:39]=[CH:38][CH:37]=[CH:36][CH:35]=1)[NH2:33]>>[C:34]1([C:32]2[N:33]=[C:27]([CH:13]3[CH2:14][CH:15]([C:17]4[CH:18]=[CH:19][C:20]([C:23]([F:26])([F:24])[F:25])=[CH:21][CH:22]=4)[CH2:16][N:11]([C:9]([N:6]4[CH2:7][CH2:8][CH:3]([C:1]#[N:2])[CH2:4][CH2:5]4)=[O:10])[CH2:12]3)[O:28][N:31]=2)[CH:39]=[CH:38][CH:37]=[CH:36][CH:35]=1. Reported procedure: 100 mg (0.244 mmol) of 1-[(4-cyanopiperidin-1-yl)carbonyl]-5-[4-(trifluoromethyl)phenyl]piperidine-3-carboxylic acid (Example 100A) and 38.5 mg (0.269 mmol) of N′-hydroxybenzenecarboximidamide were reacted according to the General Method 1. Yield: 84.2 mg (66% of theory). Reactants: FC1=NC=C(C(=O)OC)C=C1C (methyl 6-fluoro-5-methylnicotinate), [H-].[Na+] (sodium hydride), FC(CCO)(F)F (3,3,3-trifluoropropan-1-ol). Solvent: C1CCOC1 (THF), O (water), C1CCOC1 (THF), C1CCOC1 (THF). Reaction conditions: time 5 minute. The product is CC=1C(=NC=C(C(=O)O)C1)OCCC(F)(F)F (5-methyl-6-(3,3,3-trifluoropropoxy)nicotinic acid). Yield: 100.3%. As a reaction SMILES: [H-].[Na+].[F:3][C:4]([F:9])([F:8])[CH2:5][CH2:6][OH:7].F[C:11]1[C:20]([CH3:21])=[CH:19][C:14]([C:15]([O:17]C)=[O:16])=[CH:13][N:12]=1>C1COCC1.O>[CH3:21][C:20]1[C:11]([O:7][CH2:6][CH2:5][C:4]([F:9])([F:8])[F:3])=[N:12][CH:13]=[C:14]([CH:19]=1)[C:15]([OH:17])=[O:16] |f:0.1|. Procedure: To a solution of sodium hydride (0.844 g, 21.1 mmol) in THF (10 mL), 3,3,3-trifluoropropan-1-ol (1.61 g, 14.1 mmol) in THF (10 mL) is added at 0° C., and stirred for 5 minutes. Then methyl 6-fluoro-5-methylnicotinate (1.19 g, 7.04 mmol, Step-1) in THF (10 mL) is added dropwise to the reaction mixture and stirred at rt for 2 hours. The reaction mixture is diluted with water (30 mL) and stirred overnight. After removal of THF, the mixture is acidified with 2 M hydrochloric acid (11 mL). The result... Starting materials: [N+](=O)([O-])C=1C=C(CCl)C=CC1 (3-nitrobenzyl chloride), FC(CO)(C(C(F)(F)F)(F)F)F (2,2,3,3,4,4,4-heptafluorobutanol), resultant mixture, [OH-].[K+] (KOH). The solvent is CN(C=O)C (dimethylformamide). Run at time 30 minute. The product is FC(COCC1=CC(=CC=C1)[N+](=O)[O-])(C(C(F)(F)F)(F)F)F (1-(2,2,3,3,4,4,4-heptafluorobutoxy)methyl-3-nitrobenzene). As a reaction SMILES: [N+:1]([C:4]1[CH:5]=[C:6]([CH:9]=[CH:10][CH:11]=1)[CH2:7]Cl)([O-:3])=[O:2].[F:12][C:13]([F:23])([C:16]([F:22])([F:21])[C:17]([F:20])([F:19])[F:18])[CH2:14][OH:15].[OH-].[K+]>CN(C)C=O>[F:12][C:13]([F:23])([C:16]([F:21])([F:22])[C:17]([F:18])([F:19])[F:20])[CH2:14][O:15][CH2:7][C:6]1[CH:9]=[CH:10][CH:11]=[C:4]([N+:1]([O-:3])=[O:2])[CH:5]=1 |f:2.3|. Procedure details: 100.0 g (0.58 mol) of 3-nitrobenzyl chloride and 128.3 g (0.62 mol, 1.05 equivalents) of 2,2,3,3,4,4,4-heptafluorobutanol(purity: 96%) were dissolved in 300 ml of dimethylformamide. To the resultant mixture 49.0 g (0.88 mol, 1.5 equivalents) of KOH pellets were added while the mixture was being cooled in a water bath. The reaction temperature is elevated to 43° C. and thereafter gradually restored to room temperature, and the reaction was completed after 30 minutes. Starting materials: BrC1=C(N=C(O1)CCC)CO (5-Bromo-2-propyl-4-oxazolemethanol), C(=O)(O)[O-].[Na+] (NaHCO3), O1CCCC=C1 (3,4-dihydro-2H-pyran), CC1=CC=C(C=C1)S(=O)(=O)[O-].C1=CC=[NH+]C=C1 (PPTS). The solvent is C(Cl)Cl (methylene chloride). Run at time 20 minute. The product is BrC1=C(N=C(O1)CCC)COC1OCCCC1 (5-Bromo-2-propyl-4-(((2-tetrahydropyranyl)oxy)methyl)oxazole). Yield: 99.6%. RXN SMILES: [Br:1][C:2]1[O:6][C:5]([CH2:7][CH2:8][CH3:9])=[N:4][C:3]=1[CH2:10][OH:11].[O:12]1[CH:17]=[CH:16][CH2:15][CH2:14][CH2:13]1.CC1C=CC(S([O-])(=O)=O)=CC=1.C1C=C[NH+]=CC=1.C([O-])(O)=O.[Na+]>C(Cl)Cl>[Br:1][C:2]1[O:6][C:5]([CH2:7][CH2:8][CH3:9])=[N:4][C:3]=1[CH2:10][O:11][CH:13]1[CH2:14][CH2:15][CH2:16][CH2:17][O:12]1 |f:2.3,4.5|. Procedure: To a solution of 1.96 g (8.91 mmol) of the compound from step 29b in 55 mL of methylene chloride at room temperature were sequentially added 7 mL of 3,4-dihydro-2H-pyran (76.7 mmol) and 1 g (3.98 mmol) of PPTS. The reaction was stirred at room temperature for 20 min, 30 mL of satd. NaHCO3 was added, and the mixture was stirred for 5 min. The organic layer was separated, and the aqueous layer was extracted with 2×50 mL of methylene chloride. The organics were combined, dried over MgSO4 and concen...